Task: describe an organic reaction: reactants, conditions, products, and yield. Dataset: the Open Reaction Database (ORD), a public repository of structured organic reaction records Reactants: CCc1cc(C(=O)O)c(F)c(OC)c1N1CCC(C2(NC(=O)OC(C)(C)C)CC2)C1, CCO, [Na+], [OH-], O=C(O)CC(O)(CC(=O)O)C(=O)O. Product: COc1c(N2CCC(C3(NC(=O)OC(C)(C)C)CC3)C2)ccc(C(=O)O)c1F. RXN SMILES: [CH2:1]([CH3:2])[c:3]1[c:4]([N:15]2[CH2:16][CH:17]([C:20]3([NH:23][C:24](=[O:25])[O:26][C:27]([CH3:28])([CH3:29])[CH3:30])[CH2:21][CH2:22]3)[CH2:18][CH2:19]2)[c:5]([O:13][CH3:14])[c:6]([F:12])[c:7]([C:8](=[O:9])[OH:10])[cH:11]1.[CH3:46][CH2:47][OH:48].[Na+:32].[OH-:31].[OH:33][C:34]([CH2:35][C:36]([C:37](=[O:38])[OH:39])([CH2:40][C:41](=[O:42])[OH:43])[OH:44])=[O:45]>>[cH:3]1[c:4]([N:15]2[CH2:16][CH:17]([C:20]3([NH:23][C:24](=[O:25])[O:26][C:27]([CH3:28])([CH3:29])[CH3:30])[CH2:21][CH2:22]3)[CH2:18][CH2:19]2)[c:5]([O:13][CH3:14])[c:6]([F:12])[c:7]([C:8](=[O:9])[OH:10])[cH:11]1. The reactants are N1C=NC=C1 (imidazole), C[Si](CCOCCl)(C)C (2-(trimethylsilyl)ethoxymethyl chloride), O (water), [H-].[Na+] (sodium hydride). Solvent: C1CCOC1 (THF), C1CCOC1 (THF), C1CCOC1 (THF). Run at temperature 0 celsius, time 15 minute. Yields the product N1C(=NC=C1)COCC[Si](C)(C)C (1-(Imidazolylmethoxy)-3,3-dimethyl-3-silabutane). The yield is 63.9%. RXN SMILES: [H-].[Na+].[NH:3]1[CH:7]=[CH:6][N:5]=[CH:4]1.[CH3:8][Si:9]([CH3:16])([CH3:15])[CH2:10][CH2:11][O:12][CH2:13]Cl.O>C1COCC1>[NH:3]1[CH:7]=[CH:6][N:5]=[C:4]1[CH2:13][O:12][CH2:11][CH2:10][Si:9]([CH3:16])([CH3:15])[CH3:8] |f:0.1|. Reported procedure: A stirred suspension of 1.2 grams of 60% sodium hydride (0.03 mole-in mineral oil) in 25 mL of THF was cooled to 0° C. to 5° C., and a solution of 2.0 grams (0.03 mole) of imidazole in 30 mL of THF was added dropwise. Upon completion of addition, the reaction mixture was stirred at 0° C. for an additional 15 minutes, then a solution of 4.7 grams (0.03 mole) of 2-(trimethylsilyl)ethoxymethyl chloride in 10 mL of THF was added dropwise. Upon completion of addition, the reaction mixture was allowed...